This data is from the Open Reaction Database (ORD), a public repository of structured organic reaction records. The task is: describe an organic reaction: reactants, conditions, products, and yield Starting materials: O (water), N1=CN=CC(=C1)B(O)O (pyrimidin-5-ylboronic acid), C([O-])([O-])=O.[K+].[K+] (potassium carbonate), BrC1=CC=C(C=C1)C(C(=O)O)(C)C (2-(4-Bromophenyl)-2-methylpropanoic acid). The reagents and catalysts are C=1C=CC(=CC1)[P](C=2C=CC=CC2)(C=3C=CC=CC3)[Pd]([P](C=4C=CC=CC4)(C=5C=CC=CC5)C=6C=CC=CC6)([P](C=7C=CC=CC7)(C=8C=CC=CC8)C=9C=CC=CC9)[P](C=1C=CC=CC1)(C=1C=CC=CC1)C=1C=CC=CC1 (Pd(PPh3)4). Solvent: COCCOC (DME), [OH-].[Na+] (NaOH). Reaction conditions: temperature 80 celsius. Yields the product CC(C(=O)O)(C)C1=CC=C(C=C1)C=1C=NC=NC1 (2-Methyl-2-(4-(pyrimidin-5-yl)phenyl)propanoic acid). Isolated yield 73.8%. As a reaction SMILES: Br[C:2]1[CH:7]=[CH:6][C:5]([C:8]([CH3:13])([CH3:12])[C:9]([OH:11])=[O:10])=[CH:4][CH:3]=1.O.[N:15]1[CH:20]=[C:19](B(O)O)[CH:18]=[N:17][CH:16]=1.C(=O)([O-])[O-].[K+].[K+]>COCCOC.[OH-].[Na+].C1C=CC([P]([Pd]([P](C2C=CC=CC=2)(C2C=CC=CC=2)C2C=CC=CC=2)([P](C2C=CC=CC=2)(C2C=CC=CC=2)C2C=CC=CC=2)[P](C2C=CC=CC=2)(C2C=CC=CC=2)C2C=CC=CC=2)(C2C=CC=CC=2)C2C=CC=CC=2)=CC=1>[CH3:12][C:8]([C:5]1[CH:6]=[CH:7][C:2]([C:19]2[CH:20]=[N:15][CH:16]=[N:17][CH:18]=2)=[CH:3][CH:4]=1)([CH3:13])[C:9]([OH:11])=[O:10] |f:3.4.5,7.8,^1:41,43,62,81|. Reported procedure: 2-(4-Bromophenyl)-2-methylpropanoic acid (5.71 g, 23.5 mmol) was dissolved in DME (140 mL) and water (35 mL) and pyrimidin-5-ylboronic acid (2.92 g, 23.5 mmol) and potassium carbonate (11.4 g, 82.2 mmol) were added to the solution. The mixture was degassed using an argon stream, and Pd(PPh3)4 (1.35 g, 1.17 mmol) was added. The mixture was heated (80° C.) under argon overnight then cooled to room temperature. The solution was diluted with 1M NaOH (20 mL) and washed with EtOAc. The aqueous phase w... Starting materials: Br.C(C)(C)C=1N=C2N(C=C(C=C2)[N+](=O)[O-])C1 (2-isopropyl-6-nitroimidazo[1,2-a]pyridine hydrobromide), FC1=CC=C(C=C1)C1=CC=C(C=C1)C(=O)O (4′-fluoro[1,1′-biphenyl]-4-carboxylic acid). Yields the product FC1=CC=C(C=C1)C1=CC=C(C=C1)C(=O)NC=1C=CC=2N(C1)C=C(N2)C(C)C (4′-Fluoro-N-(2-isopropylimidazo[1,2-a]pyridin-6-yl)[1,1′-biphenyl]-4-carboxamide). As a reaction SMILES: Br.[CH:2]([C:5]1[N:6]=[C:7]2[CH:12]=[CH:11][C:10]([N+:13]([O-])=O)=[CH:9][N:8]2[CH:16]=1)([CH3:4])[CH3:3].[F:17][C:18]1[CH:23]=[CH:22][C:21]([C:24]2[CH:29]=[CH:28][C:27]([C:30](O)=[O:31])=[CH:26][CH:25]=2)=[CH:20][CH:19]=1>>[F:17][C:18]1[CH:19]=[CH:20][C:21]([C:24]2[CH:29]=[CH:28][C:27]([C:30]([NH:13][C:10]3[CH:11]=[CH:12][C:7]4[N:8]([CH:16]=[C:5]([CH:2]([CH3:4])[CH3:3])[N:6]=4)[CH:9]=3)=[O:31])=[CH:26][CH:25]=2)=[CH:22][CH:23]=1 |f:0.1|. Procedure: Conducting the operations similar to those of Example 1 using 2-isopropyl-6-nitroimidazo[1,2-a]pyridine hydrobromide and 4′-fluoro[1,1′-biphenyl]-4-carboxylic acid, the title compound was obtained as white solid. Starting materials: solution, C[Li] (methyl lithium), ClC1=CC2=C(CC3CN(CC3C2=O)C)C=C1 (6-chloro-3a,4,9,9a-tetrahydro-2-methylbenz[f]isoindolin-4-one), [Cl-].[NH4+] (ammonium chloride), O (water). Solvent: CCOCC (ether), O1CCCC1 (tetrahydrofuran). Conditions: time 2 hour. Yields the product ClC1=CC2=C(CC3CN(CC3C2(O)C)C)C=C1 (6-chloro-3a,4,9,9a-tetrahydro-2,4-dimethylbenz[f]-isoindolin-4-ol). Reaction SMILES: [Cl:1][C:2]1[CH:16]=[CH:15][C:5]2[CH2:6][CH:7]3[CH:11]([C:12](=[O:13])[C:4]=2[CH:3]=1)[CH2:10][N:9]([CH3:14])[CH2:8]3.[CH3:17][Li].[Cl-].[NH4+].O>O1CCCC1.CCOCC>[Cl:1][C:2]1[CH:16]=[CH:15][C:5]2[CH2:6][CH:7]3[CH:11]([C:12]([CH3:17])([OH:13])[C:4]=2[CH:3]=1)[CH2:10][N:9]([CH3:14])[CH2:8]3 |f:2.3|. Reported procedure: A solution of 43 g of 6-chloro-3a,4,9,9a-tetrahydro-2-methylbenz[f]isoindolin-4-one in 430 ml of tetrahydrofuran is added dropwise at room temperature with stirring to 170 ml of a ca. 5% solution of methyl lithium in ether in a nitrogen atmosphere and the mixture is stirred for 51/2 hours at room temperature. Thereafter, saturated ammonium chloride solution and water are added and the mixture extracted with methylene chloride. The organic phase is dried over sodium sulphate and evaporated. The r... Reactants: COC1=C(C(=C(C(=C1)OC)C(CCC1=CC(=C(C=C1)OC)OCOC)=O)OCC(=O)OC)CCC(C)C (1-(4,6-dimethoxy-2-methoxycarbonylmethoxy-3-isopentylphenyl)-3-(4-methoxy-3-methoxymethoxyphenyl)-1-propanone), Cl (hydrochloride). Run in CO (methanol), CO (methanol). Yields the product COC1=C(C(=C(C(=C1)OC)C(CCC1=CC(=C(C=C1)OC)O)=O)OCC(=O)OC)CCC(C)C (1-(4,6-dimethoxy-2-methoxycarbonylmethoxy-3-isopentylphenyl)-3-(3-hydroxy-4-methoxyphenyl)-1-propanone). As a reaction SMILES: [CH3:1][O:2][C:3]1[CH:8]=[C:7]([O:9][CH3:10])[C:6]([C:11](=[O:26])[CH2:12][CH2:13][C:14]2[CH:19]=[CH:18][C:17]([O:20][CH3:21])=[C:16]([O:22]COC)[CH:15]=2)=[C:5]([O:27][CH2:28][C:29]([O:31][CH3:32])=[O:30])[C:4]=1[CH2:33][CH2:34][CH:35]([CH3:37])[CH3:36].Cl>CO>[CH3:1][O:2][C:3]1[CH:8]=[C:7]([O:9][CH3:10])[C:6]([C:11](=[O:26])[CH2:12][CH2:13][C:14]2[CH:19]=[CH:18][C:17]([O:20][CH3:21])=[C:16]([OH:22])[CH:15]=2)=[C:5]([O:27][CH2:28][C:29]([O:31][CH3:32])=[O:30])[C:4]=1[CH2:33][CH2:34][CH:35]([CH3:37])[CH3:36]. Reported procedure: Then, 1-(4,6-dimethoxy-2-methoxycarbonylmethoxy-3-isopentylphenyl)-3-(4-methoxy-3-methoxymethoxyphenyl)-1-propanone was dissolved in 7.5 ml of methanol, and 7.5 ml of hydrochloride acid/methanol was added to the solution and the mixture was heated and refluxed. After the reaction, the solvent was removed from the reaction mixture by distillation and the obtained residue was dissolved in a small amount of ethyl acetate and crystallized from ether/hexane to obtain 3.5 g (yield=of 1-(4,6-dimethoxy-... Reactants: [K].CS(=O)(=O)NC(C)=O (N-(methylsulphonyl)acetamide potassium salt), [N+](=O)([O-])C1=CC=C(CBr)C=C1 (4-nitrobenzyl bromide), [OH-].[Na+] (sodium hydroxide). Reaction conditions: time 2 hour. The product is [N+](=O)([O-])C1=CC=C(C=C1)CNS(=O)(=O)C (N-[(4-Nitrophenyl)methyl]methanesulphonamide). Run in CN(C)C=O (DMF), O (water), O (water). Procedure: A mixture of N-(methylsulphonyl)acetamide potassium salt (23 g) and 4-nitrobenzyl bromide (24 g) in dry DMF (160 ml) was stirred in an oil bath at 130° for 2 h. After standing overnight at room temperature, a solution of sodium hydroxide (8 g) in water (50 ml) was added and the mixture stirred under nitrogen for 0.75 h. The mixture was diluted with water (900 ml) and the product extracted into ethyl acetate (2×400 ml). The combined extract was washed with brine (3×200 ml), dried (Na2SO4) and eva... Reaction SMILES: [K].[CH3:2][S:3]([NH:6][C:7](=O)[CH3:8])(=[O:5])=[O:4].[N+:10]([C:13]1[CH:20]=[CH:19]C(CBr)=[CH:15][CH:14]=1)([O-:12])=[O:11].[OH-].[Na+]>CN(C=O)C.O>[N+:10]([C:13]1[CH:20]=[CH:19][C:8]([CH2:7][NH:6][S:3]([CH3:2])(=[O:5])=[O:4])=[CH:15][CH:14]=1)([O-:12])=[O:11] |f:0.1,3.4,^1:0|. The yield is 86.0%. Starting materials: CC(=O)[O-], CC(=O)[O-], CC(C)(C)[O-], Cc1ccccc1, [Cl-], FCCn1c(-c2ccnc(Cl)c2)c(-c2ccc(F)cc2)c2ncccc21, Nc1cccc(F)c1, [NH4+], [Na+], [Pd+2], c1ccc(-c2ccccc2P(C2CCCCC2)C2CCCCC2)cc1. The product is FCCn1c(-c2ccnc(Nc3cccc(F)c3)c2)c(-c2ccc(F)cc2)c2ncccc21. RXN SMILES: [C:75]([O-:76])(=[O:77])[CH3:78].[C:80]([O-:81])(=[O:82])[CH3:83].[CH3:60][C:61]([CH3:62])([O-:63])[CH3:64].[CH3:68][c:69]1[cH:70][cH:71][cH:72][cH:73][cH:74]1.[Cl-:66].[Cl:1][c:2]1[n:3][cH:4][cH:5][c:6](-[c:8]2[c:9](-[c:20]3[cH:21][cH:22][c:23]([F:26])[cH:24][cH:25]3)[c:10]3[n:11][cH:12][cH:13][cH:14][c:15]3[n:16]2[CH2:17][CH2:18][F:19])[cH:7]1.[F:27][c:28]1[cH:29][c:30]([NH2:34])[cH:31][cH:32][cH:33]1.[NH4+:67].[Na+:65].[Pd+2:79].[c:35]1(-[c:36]2[cH:37][cH:38][cH:39][cH:40][cH:41]2)[cH:42][cH:43][cH:44][cH:45][c:46]1[P:47]([CH:48]1[CH2:49][CH2:50][CH2:51][CH2:52][CH2:53]1)[CH:54]1[CH2:55][CH2:56][CH2:57][CH2:58][CH2:59]1>>[c:2]1([NH:34][c:30]2[cH:29][c:28]([F:27])[cH:33][cH:32][cH:31]2)[n:3][cH:4][cH:5][c:6](-[c:8]2[c:9](-[c:20]3[cH:21][cH:22][c:23]([F:26])[cH:24][cH:25]3)[c:10]3[n:11][cH:12][cH:13][cH:14][c:15]3[n:16]2[CH2:17][CH2:18][F:19])[cH:7]1.